This data is from the Open Reaction Database (ORD), a public repository of structured organic reaction records. The task is: describe an organic reaction: reactants, conditions, products, and yield The reactants are OCC(=O)C1=CC=CC=C1 (2-hydroxyacetophenone), [OH-].[K+] (potassiumhydroxide), solution, Cl (hydrochloric acid), COC=1C=CC(=CC1)C=O (anisaldehyde). Solvent: C(C)O (ethanol), O (water). The product is OC1=C(C=CC=C1)C=CC(=O)C1=CC=C(C=C1)OC (2-hydroxy-4'-methoxychalcone). Reaction SMILES: O[CH2:2][C:3]([C:5]1[CH:10]=[CH:9][CH:8]=[CH:7][CH:6]=1)=O.[OH-:11].[K+].[CH3:13][O:14][C:15]1[CH:16]=[CH:17][C:18]([CH:21]=[O:22])=[CH:19][CH:20]=1.Cl>O.C(O)C>[OH:11][C:6]1[CH:7]=[CH:8][CH:9]=[CH:10][C:5]=1[CH:3]=[CH:2][C:21]([C:18]1[CH:19]=[CH:20][C:15]([O:14][CH3:13])=[CH:16][CH:17]=1)=[O:22] |f:1.2|. Reported procedure: A mixture of 3.8 g (0.028 mole) of 2-hydroxyacetophenone, 30 g of potassiumhydroxide dissolved in 15 ml of water and 50 ml of ethanol, and 3.8 g (0.028 mole) of anisaldehyde is stirred at ambient temperature for 1 and ahalf hours. The mixture is then poured into a 10% solution of hydrochloric acid. The precipitate formed is filtered off, washed with water and dried.It is recrystallized from ethanol. The reactants are ClC=1C2=C(N=C(N1)\C=C\C1=CC=CC=C1)OCCC2 (4-chloro-2-[(E)-2-phenylethenyl]-6,7-dihydro-5H-pyrano[2,3-d]pyrimidine), O1CCOCC1.O (1,4-dioxane water), NaIO4. The reagents and catalysts are O=[Os](=O)(=O)=O (OsO4). The solvent is O (water). Run at temperature 0 celsius, time 2 hour. The product is ClC=1C2=C(N=C(N1)C=O)OCCC2 (4-Chloro-6,7-dihydro-5H-pyrano[2,3-d]pyrimidine-2-carbaldehyde). Isolated yield 36.0%. As a reaction SMILES: [Cl:1][C:2]1[C:3]2[CH2:19][CH2:18][CH2:17][O:16][C:4]=2[N:5]=[C:6](/[CH:8]=C/C2C=CC=CC=2)[N:7]=1.[O:20]1CCOCC1.O>O.O=[Os](=O)(=O)=O>[Cl:1][C:2]1[C:3]2[CH2:19][CH2:18][CH2:17][O:16][C:4]=2[N:5]=[C:6]([CH:8]=[O:20])[N:7]=1 |f:1.2|. Reported procedure: To 4-chloro-2-[(E)-2-phenylethenyl]-6,7-dihydro-5H-pyrano[2,3-d]pyrimidine (0.21 g, 0.79 mmol) was dissolved in a 2:1 solution of 1,4-dioxane/water (6 mL) and cooled to 0° C. NaIO4 (0.50 g, 2.4 mmol) and catalytic OsO4 (0.25 mL, 4% aq. solution) were added and the solution was then stirred at ambient temperature for 2 h. The reaction solution was diluted with water (10 mL) and extracted with EtOAc (4×). The organic layers were combined, dried over Na2SO4, filtered and concentrated under vacuum. ... The reactants are C(=O)(OCC1=CC=CC=C1)Cl (carbobenzyloxy chloride), [OH-].[Na+] (sodium hydroxide), Br.NC1(CCNCC1)C(=O)O (4-amino-4-carboxy-piperidine hydrobromide). Run in C1(=CC=CC=C1)C (toluene), P(=O)(O)(O)[O-].[K+] (potassium dihydrogen phosphate), O (water). Conditions: temperature 5 celsius, time 1 hour. The product is C(=O)(OCC1=CC=CC=C1)N1CCC(CC1)(C(=O)O)N (N-Carbobenzyloxy-4-amino-4-carboxy-piperidine). The yield is 50.3%. Reaction SMILES: Br.[NH2:2][C:3]1([C:9]([OH:11])=[O:10])[CH2:8][CH2:7][NH:6][CH2:5][CH2:4]1.[C:12](Cl)([O:14][CH2:15][C:16]1[CH:21]=[CH:20][CH:19]=[CH:18][CH:17]=1)=[O:13].[OH-].[Na+]>P([O-])(O)(O)=O.[K+].O.C1(C)C=CC=CC=1>[C:12]([N:6]1[CH2:7][CH2:8][C:3]([NH2:2])([C:9]([OH:11])=[O:10])[CH2:4][CH2:5]1)([O:14][CH2:15][C:16]1[CH:21]=[CH:20][CH:19]=[CH:18][CH:17]=1)=[O:13] |f:0.1,3.4,5.6|. Procedure details: 4-amino-4-carboxy-piperidine hydrobromide ([P. Jacobsen, K. Schaumburg, P. Krogsgaard-Larsen, Acta. Chem. Scandinavica B34, 319-326 (1980)]; 2.25 g, 10 mmoles) was dissolved in a solution of 18 ml potassium dihydrogen phosphate buffer (0.05 Molar potassium dihydrogen phosphate in 1N aqueous sodium hydroxide) and 6 ml of water. The solution was chilled with an ice-bath over an hour period during which solutions of carbobenzyloxy chloride (1.57 ml, 11 mmoles) in 3.0 ml of toluene and aqueous 1N so... Reactants: ClC1=NC(=CC=C1)OC (2-chloro-6-methoxypyridine), C(CC)N (n-propylamine). Run in O (water). Product: COC1=NC=CC=C1NCCC (2-methoxy-n-propylaminopyridine). Isolated yield 40.2%. As a reaction SMILES: Cl[C:2]1[CH:7]=[CH:6][CH:5]=[C:4]([O:8][CH3:9])[N:3]=1.[CH2:10]([NH2:13])[CH2:11][CH3:12]>O>[CH3:9][O:8][C:4]1[C:5]([NH:13][CH2:10][CH2:11][CH3:12])=[CH:6][CH:7]=[CH:2][N:3]=1. Reported procedure: In the same reacting apparatus as in Example 1, 20 g of 2-chloro-6-methoxypyridine, 25 g of n-propylamine and 80 ml of water were charged and they were subjected to reacting each other at 180° C. for 5 hours. After completion of the reaction, the similar experimental procedure was carried out to give 9.3 g of 2-methoxy-n-propylaminopyridine of b.p. 90°-91° C./4 mmHg. Reactants: [Br-].C(C1=CC=CC=C1)(=O)NC1=CC=[N+](C=C1)CCC1=CNC2=CC=CC=C12 (4-benzamido-1-[2-(3-indolyl)ethyl] pyridinium bromide), [BH4-].[Na+] (sodium borohydride). Solvent: C(C)(C)O (isopropanol), O (water). Product: C(C1=CC=CC=C1)(=O)NC1CCN(CC1)CCC1=CNC2=CC=CC=C12 (3-[2-(4-Benzamido-1-piperidyl)ethyl]indole). Isolated yield 82.0%. RXN SMILES: [Br-].[C:2]([NH:10][C:11]1[CH:16]=[CH:15][N+:14]([CH2:17][CH2:18][C:19]2[C:27]3[C:22](=[CH:23][CH:24]=[CH:25][CH:26]=3)[NH:21][CH:20]=2)=[CH:13][CH:12]=1)(=[O:9])[C:3]1[CH:8]=[CH:7][CH:6]=[CH:5][CH:4]=1.[BH4-].[Na+]>C(O)(C)C.O>[C:2]([NH:10][CH:11]1[CH2:12][CH2:13][N:14]([CH2:17][CH2:18][C:19]2[C:27]3[C:22](=[CH:23][CH:24]=[CH:25][CH:26]=3)[NH:21][CH:20]=2)[CH2:15][CH2:16]1)(=[O:9])[C:3]1[CH:4]=[CH:5][CH:6]=[CH:7][CH:8]=1 |f:0.1,2.3|. Procedure: A suspension of 4-benzamido-1-[2-(3-indolyl)ethyl] pyridinium bromide (4.2 g.) and sodium borohydride (1.14 g.) in isopropanol (50 ml.) was refluxed for 31/2 hours. After cooling, the reaction mixture was diluted with water (50 ml.). The product was separated by filtration, washed with water then with acetone and dried to give the title compound in 82% yield, m.p. 203°- 5° C. The reactants are NC1=C(C=CC(=C1)Cl)S(=O)(=O)N (2-amino-4-chlorobenzenesulfonamide), C(C=C)N=C=S (allyl isothiocyanate). Solvent: C(C)(=O)OCC (ethyl acetate). Product: C(C=C)NC1=NS(C2=C(N1)C=C(C=C2)Cl)(=O)=O (3-Allylamino-6-chloro-4H-1,2,4-benzothiadiazine 1,1-dioxide). RXN SMILES: [NH2:1][C:2]1[CH:7]=[C:6]([Cl:8])[CH:5]=[CH:4][C:3]=1[S:9]([NH2:12])(=[O:11])=[O:10].[CH2:13]([N:16]=[C:17]=S)[CH:14]=[CH2:15]>C(OCC)(=O)C>[CH2:13]([NH:16][C:17]1[NH:1][C:2]2[CH:7]=[C:6]([Cl:8])[CH:5]=[CH:4][C:3]=2[S:9](=[O:11])(=[O:10])[N:12]=1)[CH:14]=[CH2:15]. Procedure: The title compound was prepared from 2-amino-4-chlorobenzenesulfonamide and allyl isothiocyanate by a method analogous to the one described in Example 4; m.p. 284-286° C. (ethyl acetate); 1H-NMR (DMSO-d6): δ 3.88 (distorted t, 2H, NHCH2), 5.1-5.3 (m, 2H, ═CH2), 5.78-6.0 (m, 1H, ═CH), 7.22-7.35 (m, 2H, ArH), 7.50 (br.t, 1H, NH), 7.69 (d, 1H, ArH), 10.73 (br.s, 1H, NH); MS: m/e 271/273 (M+); (C10H10N3Cl1O2S1) calc. C, 44.20; H, 3.71 N, 15.46; found C, 44.10; H, 3.79; N, 15.32. The reactants are C(=O)C1=CC=C(OCCC2=CC=C(C#N)C=C2)C=C1 (4-[2-(4-formylphenoxy)ethyl]benzonitrile), S1C(NC(C1)=O)=O (2,4-thiazolidinedione), C(C)(=O)[O-].[Na+] (sodium acetate). Run at temperature 140 celsius, time 30 minute. The product is C(#N)C1=CC=C(C=C1)CCOC1=CC=C(C=C2C(NC(S2)=O)=O)C=C1 (5-(4-[2-(4-cyanophenyl)ethoxy]benzylidene)thiazolidine-2,4-dione). Yield: 53.2%. RXN SMILES: [CH:1]([C:3]1[CH:19]=[CH:18][C:6]([O:7][CH2:8][CH2:9][C:10]2[CH:17]=[CH:16][C:13]([C:14]#[N:15])=[CH:12][CH:11]=2)=[CH:5][CH:4]=1)=O.[S:20]1[CH2:24][C:23](=[O:25])[NH:22][C:21]1=[O:26].C([O-])(=O)C.[Na+]>>[C:14]([C:13]1[CH:16]=[CH:17][C:10]([CH2:9][CH2:8][O:7][C:6]2[CH:18]=[CH:19][C:3]([CH:1]=[C:24]3[S:20][C:21](=[O:26])[NH:22][C:23]3=[O:25])=[CH:4][CH:5]=2)=[CH:11][CH:12]=1)#[N:15] |f:2.3|. Procedure details: 2.4 g (9.6 mmole) 4-[2-(4-formylphenoxy)ethyl]benzonitrile, 1.4 g (12 mmole) 2,4-thiazolidinedione and 1.96 g (24 mmole) sodium acetate was mixed and heated under vacuum to 140° C. The reaction mixture melted and was after 30 minutes removed from the heat. Water:acetone (2:1) was added and filtration followed by recrystallization in trifluoroacetic acid/acetic acid gave 1.79 g (yield 52%) of 5-(4-[2-(4-cyanophenyl)ethoxy]benzylidene)thiazolidine-2,4-dione.